Task: describe an organic reaction: reactants, conditions, products, and yield. Dataset: the Open Reaction Database (ORD), a public repository of structured organic reaction records Reactants: Fc1cccc(F)c1Br, O, O=[N+]([O-])O, O=S(=O)(O)O. Yields the product O=[N+]([O-])c1ccc(F)c(Br)c1F. RXN SMILES: [F:1][c:2]1[c:3]([Br:9])[c:4]([F:8])[cH:5][cH:6][cH:7]1.[OH2:19].[OH:10][N+:11]([O-:12])=[O:13].[S:14](=[O:15])(=[O:16])([OH:17])[OH:18]>>[F:1][c:2]1[c:3]([Br:9])[c:4]([F:8])[cH:5][cH:6][c:7]1[N+:11](=[O:10])[O-:12]. Reactants: FC=1C=C(C=CC1F)C1=NCCC2=CC=CC=C12 (1-(3,4-difluorophenyl)-3,4-dihydroisoquinoline), [BH4-].[Na+] (sodium borohydride). Run in CO (MeOH). Run at time 1 hour. Yields the product FC=1C=C(C=CC1F)C1NCCC2=CC=CC=C12 (1-(3,4-Difluorophenyl)-1,2,3,4-tetrahydroisoquinoline). Reaction SMILES: [F:1][C:2]1[CH:3]=[C:4]([C:9]2[C:18]3[C:13](=[CH:14][CH:15]=[CH:16][CH:17]=3)[CH2:12][CH2:11][N:10]=2)[CH:5]=[CH:6][C:7]=1[F:8].[BH4-].[Na+]>CO>[F:1][C:2]1[CH:3]=[C:4]([CH:9]2[C:18]3[C:13](=[CH:14][CH:15]=[CH:16][CH:17]=3)[CH2:12][CH2:11][NH:10]2)[CH:5]=[CH:6][C:7]=1[F:8] |f:1.2|. Procedure: To a stirred solution of 1-(3,4-difluorophenyl)-3,4-dihydroisoquinoline (1.34 g, 5.51 mmol) in 20 mL of MeOH, sodium borohydride (0.4366 g, 11.5 mmol) was added. The mixture was stirred for 1 h. MeOH was evaporated and the residue was partitioned between EtOAc and saturated aqueous sodium bicarbonate. The aqueous phase was extracted with EtOAc. The combined organic phases were washed with water and saturated aqueous sodium chloride. The organic phase was dried over sodium sulfate, filtered and c...